Dataset: the Open Reaction Database (ORD), a public repository of structured organic reaction records. Task: describe an organic reaction: reactants, conditions, products, and yield The reactants are COC(=O)CCCBr, O=C([O-])[O-], Cc1cc(CCc2sc(-c3ccc(C(F)(F)F)cc3)nc2C)ccc1O, CC#N, [Cs+], [Cs+]. The product is COC(=O)CCCOc1ccc(CCc2sc(-c3ccc(C(F)(F)F)cc3)nc2C)cc1C. As a reaction SMILES: [Br:27][CH2:28][CH2:29][CH2:30][C:31](=[O:32])[O:33][CH3:34].[C:35](=[O:36])([O-:37])[O-:38].[CH3:1][c:2]1[c:3]([OH:26])[cH:4][cH:5][c:6]([CH2:8][CH2:9][c:10]2[c:11]([CH3:25])[n:12][c:13](-[c:15]3[cH:16][cH:17][c:18]([C:21]([F:22])([F:23])[F:24])[cH:19][cH:20]3)[s:14]2)[cH:7]1.[CH3:41][C:42]#[N:43].[Cs+:39].[Cs+:40]>>[CH3:1][c:2]1[c:3]([O:26][CH2:28][CH2:29][CH2:30][C:31](=[O:32])[O:33][CH3:34])[cH:4][cH:5][c:6]([CH2:8][CH2:9][c:10]2[c:11]([CH3:25])[n:12][c:13](-[c:15]3[cH:16][cH:17][c:18]([C:21]([F:22])([F:23])[F:24])[cH:19][cH:20]3)[s:14]2)[cH:7]1. Reactants: CN1N=C(C=C1)NC(=O)C1=CC2=C(CC(O2)(C)CO)C(=C1)OC1=CC=C(C=C1)S(=O)(=O)C (2-hydroxymethyl-4-(4-methanesulfonyl-phenoxy)-2-methyl-2,3-dihydro-benzofuran-6-carboxylic acid (1-methyl-1H-pyrazol-3-yl)-amide), N1=C(C=C(C=C1C)C)C (2,4,6-collidine), FC(S(=O)(=O)OS(=O)(=O)C(F)(F)F)(F)F (trifluoromethanesulfonic acid anhydride). The solvent is C(Cl)Cl (CH2Cl2). Reaction conditions: time 1 hour. Product: CN1N=C(C=C1)NC(=O)C1=CC2=C(CC(O2)(C)CF)C(=C1)OC1=CC=C(C=C1)S(=O)(=O)C (2-Fluoromethyl-4-(4-methanesulfonyl-phenoxy)-2-methyl-2,3-dihydro-benzofuran-6-carboxylic acid (1-methyl-1H-pyrazol-3-yl)-amide). Yield: 28.0%. As a reaction SMILES: [CH3:1][N:2]1[CH:6]=[CH:5][C:4]([NH:7][C:8]([C:10]2[CH:21]=[C:20]([O:22][C:23]3[CH:28]=[CH:27][C:26]([S:29]([CH3:32])(=[O:31])=[O:30])=[CH:25][CH:24]=3)[C:13]3[CH2:14][C:15]([CH2:18]O)([CH3:17])[O:16][C:12]=3[CH:11]=2)=[O:9])=[N:3]1.N1C(C)=CC(C)=CC=1C.[F:42]C(F)(F)S(OS(C(F)(F)F)(=O)=O)(=O)=O>C(Cl)Cl>[CH3:1][N:2]1[CH:6]=[CH:5][C:4]([NH:7][C:8]([C:10]2[CH:21]=[C:20]([O:22][C:23]3[CH:28]=[CH:27][C:26]([S:29]([CH3:32])(=[O:31])=[O:30])=[CH:25][CH:24]=3)[C:13]3[CH2:14][C:15]([CH2:18][F:42])([CH3:17])[O:16][C:12]=3[CH:11]=2)=[O:9])=[N:3]1. Reported procedure: To a solution of 2-hydroxymethyl-4-(4-methanesulfonyl-phenoxy)-2-methyl-2,3-dihydro-benzofuran-6-carboxylic acid (1-methyl-1H-pyrazol-3-yl)-amide (227) (62 mg, 0.140 mmol) and 2,4,6-collidine (0.0359 mL, 0.271 mmol) in dry CH2Cl2 was added trifluoromethanesulfonic acid anhydride (0.0365 mL, 0.217 mmol) at 0° C. The mixture was stirred at 0° C. to room temperature for 1 hr. TLC indicated that the reaction was complete. The reaction was quenched with 0.5 N aqueous HCl, extracted with 3×CHCl3, drie... The reactants are C, CCOC(=O)CCC1(NC(=O)C=Cc2ccccc2OC)C(=O)N(c2ccccc2)c2ccccc21, CCO, C1CCOC1, [Pd]. Yields the product CCOC(=O)CCC1(NC(=O)CCc2ccccc2OC)C(=O)N(c2ccccc2)c2ccccc21. RXN SMILES: [C:40].[CH3:1][O:2][c:3]1[c:4]([CH:9]=[CH:10][C:11](=[O:12])[NH:13][C:14]2([CH2:30][CH2:31][C:32](=[O:33])[O:34][CH2:35][CH3:36])[C:15](=[O:29])[N:16]([c:23]3[cH:24][cH:25][cH:26][cH:27][cH:28]3)[c:17]3[cH:18][cH:19][cH:20][cH:21][c:22]32)[cH:5][cH:6][cH:7][cH:8]1.[CH3:37][CH2:38][OH:39].[O:42]1[CH2:43][CH2:44][CH2:45][CH2:46]1.[Pd:41]>>[CH3:1][O:2][c:3]1[c:4]([CH2:9][CH2:10][C:11](=[O:12])[NH:13][C:14]2([CH2:30][CH2:31][C:32](=[O:33])[O:34][CH2:35][CH3:36])[C:15](=[O:29])[N:16]([c:23]3[cH:24][cH:25][cH:26][cH:27][cH:28]3)[c:17]3[cH:18][cH:19][cH:20][cH:21][c:22]32)[cH:5][cH:6][cH:7][cH:8]1. Reactants: C1=COC=2C1=C(C3=C(C2)OC(=O)C=C3)O (5-hydroxypsoralen), ClCCCC#N (4-chlorobutyronitrile), C([O-])([O-])=O.[K+].[K+] (potassium carbonate), [I-].[K+] (potassium iodide). Solvent: CC(CC)=O (2-butanone). Conditions: time 17.5 minute. Yields the product C(#N)CCCOC1=C2C(=CC3=C1C=CC(O3)=O)OC=C2 (4-(3-Cyanopropoxy)-7H-furo[3,2-g][1]benzopyran-7-on). Reaction SMILES: [CH:1]1[C:5]2=[C:6]([OH:15])[C:7]3[CH:14]=[CH:13][C:11](=[O:12])[O:10][C:8]=3[CH:9]=[C:4]2[O:3][CH:2]=1.Cl[CH2:17][CH2:18][CH2:19][C:20]#[N:21].C(=O)([O-])[O-].[K+].[K+].[I-].[K+]>CC(=O)CC>[C:20]([CH2:19][CH2:18][CH2:17][O:15][C:6]1[C:7]2[CH:14]=[CH:13][C:11](=[O:12])[O:10][C:8]=2[CH:9]=[C:4]2[O:3][CH:2]=[CH:1][C:5]=12)#[N:21] |f:2.3.4,5.6|. Procedure: 800 mg (3.956 mmol) of 5-hydroxypsoralen and 0.7 ml (655.5 mg, 6.33 mmol) of 4-chlorobutyronitrile were refluxed in 50 ml of 2-butanone in the presence of an excess (2.6 g) of anhydrous potassium carbonate and catalytic amounts of potassium iodide for 48 hours. The progress of the reaction was monitored by thin layer chromatography. After 48 hours the reaction mixture was concentrated under reduced pressure. The residual oily layer was cooled, diluted with water and acidified with concentrated h... Starting materials: NC(CCCC(=O)OC)C1=C(C=CC=C1OC)OC (methyl 5-amino-5-(2,6-dimethoxyphenyl)pentanoate), C1(=CC=CC=C1)C=1C=NC=C(C=O)C1 (5-phenylnicotinaldehyde). The product is COC1=C(C(=CC=C1)OC)C1CCCC(N1CC=1C=NC=C(C1)C1=CC=CC=C1)=O (6-(2,6-dimethoxyphenyl)-1-((5-phenylpyridin-3-yl)methyl)piperidin-2-one). Reaction SMILES: [NH2:1][CH:2]([C:10]1[C:15]([O:16][CH3:17])=[CH:14][CH:13]=[CH:12][C:11]=1[O:18][CH3:19])[CH2:3][CH2:4][CH2:5][C:6]([O:8]C)=O.[C:20]1([C:26]2[CH:27]=[N:28][CH:29]=[C:30]([CH:33]=2)[CH:31]=O)[CH:25]=[CH:24][CH:23]=[CH:22][CH:21]=1>>[CH3:19][O:18][C:11]1[CH:12]=[CH:13][CH:14]=[C:15]([O:16][CH3:17])[C:10]=1[CH:2]1[N:1]([CH2:31][C:30]2[CH:29]=[N:28][CH:27]=[C:26]([C:20]3[CH:21]=[CH:22][CH:23]=[CH:24][CH:25]=3)[CH:33]=2)[C:6](=[O:8])[CH2:5][CH2:4][CH2:3]1. Procedure: Prepared according to the described general procedure 1 (GP1) by reaction of methyl 5-amino-5-(2,6-dimethoxyphenyl)pentanoate with 5-phenylnicotinaldehyde. Subsequent purification by preparative HPLC afforded the target compound. LC-MS (conditions A): tR=0.64 min.; [M+H]+: 403.36 g/mol.